Task: describe an organic reaction: reactants, conditions, products, and yield. Dataset: the Open Reaction Database (ORD), a public repository of structured organic reaction records Starting materials: CC(=O)OC(C)=O, NNc1ccc(Cl)cc1Cl, Cl, [Na+], [OH-], O. Yields the product CC(=O)NNc1ccc(Cl)cc1Cl. As a reaction SMILES: [CH3:14][C:15](=[O:16])[O:17][C:18](=[O:19])[CH3:20].[Cl:2][c:3]1[c:4]([NH:10][NH2:11])[cH:5][cH:6][c:7]([Cl:9])[cH:8]1.[ClH:1].[Na+:13].[OH-:12].[OH2:21]>>[Cl:2][c:3]1[c:4]([NH:10][NH:11][C:15]([CH3:14])=[O:16])[cH:5][cH:6][c:7]([Cl:9])[cH:8]1.